Dataset: the Open Reaction Database (ORD), a public repository of structured organic reaction records. Task: describe an organic reaction: reactants, conditions, products, and yield The reactants are CCOC(=O)C(N)=CC(=O)C=Cc1ccc(Cl)cc1, C1COCCO1. Product: CCOC(=O)C1=CC(=O)CC(c2ccc(Cl)cc2)N1. Reaction SMILES: [CH2:1]([CH3:2])[O:3][C:4]([C:5](=[CH:6][C:7]([CH:8]=[CH:9][c:10]1[cH:11][cH:12][c:13]([Cl:16])[cH:14][cH:15]1)=[O:17])[NH2:18])=[O:19].[CH2:20]1[O:21][CH2:22][CH2:23][O:24][CH2:25]1>>[CH2:1]([CH3:2])[O:3][C:4]([C:5]1=[CH:6][C:7](=[O:17])[CH2:8][CH:9]([c:10]2[cH:11][cH:12][c:13]([Cl:16])[cH:14][cH:15]2)[NH:18]1)=[O:19].